This data is from the Open Reaction Database (ORD), a public repository of structured organic reaction records. The task is: describe an organic reaction: reactants, conditions, products, and yield Starting materials: N[C@@H]1CC[C@H](CC1)NC(=O)C1=CNC2=C1N=CN=C2C2=C(C=CC(=C2)F)OCC2CC2 (trans-4-(2-cyclopropylmethoxy-5-fluoro-phenyl)-5H-pyrrolo[3,2-d]pyrimidine-7-carboxylic acid (4-amino-cyclohexyl)-amide), ClC(=O)COC(C)=O (acetic acid chlorocarbonyl-methyl ester). The product is OCC(=O)N[C@@H]1CC[C@H](CC1)NC(=O)C1=CNC2=C1N=CN=C2C2=C(C=CC(=C2)F)OCC2CC2 (trans-4-(2-Cyclopropylmethoxy-5-fluoro-phenyl)-5H-pyrrolo[3,2-d]pyrimidine-7-carboxylic acid [4-(2-hydroxy-acetylamino)-cyclohexyl]-amide). Reaction SMILES: [NH2:1][C@H:2]1[CH2:7][CH2:6][C@H:5]([NH:8][C:9]([C:11]2[C:15]3[N:16]=[CH:17][N:18]=[C:19]([C:20]4[CH:25]=[C:24]([F:26])[CH:23]=[CH:22][C:21]=4[O:27][CH2:28][CH:29]4[CH2:31][CH2:30]4)[C:14]=3[NH:13][CH:12]=2)=[O:10])[CH2:4][CH2:3]1.Cl[C:33]([CH2:35][O:36]C(=O)C)=[O:34]>>[OH:36][CH2:35][C:33]([NH:1][C@H:2]1[CH2:7][CH2:6][C@H:5]([NH:8][C:9]([C:11]2[C:15]3[N:16]=[CH:17][N:18]=[C:19]([C:20]4[CH:25]=[C:24]([F:26])[CH:23]=[CH:22][C:21]=4[O:27][CH2:28][CH:29]4[CH2:30][CH2:31]4)[C:14]=3[NH:13][CH:12]=2)=[O:10])[CH2:4][CH2:3]1)=[O:34]. Reported procedure: Starting from trans-4-(2-cyclopropylmethoxy-5-fluoro-phenyl)-5H-pyrrolo[3,2-d]pyrimidine-7-carboxylic acid (4-amino-cyclohexyl)-amide (example A160) acetic acid chlorocarbonyl-methyl ester the title compound is obtained as colorless solid. The reactants are CC(CC(C)(C)C)(C)NS(=O)(=O)\C=C\C=1C=NC=CC1 ((E)-2-pyridin-3-yl-ethenesulfonic acid (1,1,3,3-tetramethyl-butyl)-amide), FC(C(=O)O)(F)F (trifluoroacetic acid). Run in ClCCl (dichloromethane), ClCCl (dichloromethane). The product is N1=CC(=CC=C1)/C=C/S(=O)(=O)N ((E)-2-pyridin-3-yl-ethenesulfonic acid amide). Isolated yield 72.8%. Reaction SMILES: CC([NH:9][S:10](/[CH:13]=[CH:14]/[C:15]1[CH:16]=[N:17][CH:18]=[CH:19][CH:20]=1)(=[O:12])=[O:11])(C)CC(C)(C)C.FC(F)(F)C(O)=O>ClCCl>[N:17]1[CH:18]=[CH:19][CH:20]=[C:15](/[CH:14]=[CH:13]/[S:10]([NH2:9])(=[O:11])=[O:12])[CH:16]=1. Procedure: (E)-2-pyridin-3-yl-ethenesulfonic acid (1,1,3,3-tetramethyl-butyl)-amide (3.63 g, 12.3 mmol) was stirred for 3 hours in a 1:1 mixture of trifluoroacetic acid and dichloromethane (40 mL). The solvent was concentrated in vacuo to afford a yellow oil. The oil was dissolved in dichloromethane (50 mL) and washed with saturated sodium bicarbonate solution (50 mL), dried over MgSO4, filtered and concentrated in vacuo to afford (E)-2-pyridin-3-yl-ethenesulfonic acid amide as a pale yellow solid (1.65 g,... The reactants are CC(=O)OC(C)=O, COc1cc2c(cc1OC)CNCC2, c1ccncc1. Product: COc1cc2c(cc1OC)CN(C(C)=O)CC2. RXN SMILES: [CH3:15][C:16](=[O:17])[O:18][C:19](=[O:20])[CH3:21].[CH3:1][O:2][c:3]1[cH:4][c:5]2[c:10]([cH:11][c:12]1[O:13][CH3:14])[CH2:9][NH:8][CH2:7][CH2:6]2.[cH:22]1[cH:23][cH:24][n:25][cH:26][cH:27]1>>[CH3:1][O:2][c:3]1[cH:4][c:5]2[c:10]([cH:11][c:12]1[O:13][CH3:14])[CH2:9][N:8]([C:16]([CH3:15])=[O:17])[CH2:7][CH2:6]2. The reactants are N1CCCCC1 (Piperidine), O.C1(=CC=C(C=C1)S(=O)(=O)O)C (p-toluenesulfonic acid monohydrate), C(C)(=O)N1CCC(CC1)=O (1-acetyl-piperdin-4-one). The solvent is C1(=CC=CC=C1)C (toluene). Product: N1(CCCCC1)C=1CCN(CC1)C(C)=O (1-(3,4,5,6,3′,6′-Hexahydro-2H,2′H-[1,4′]bipyridinyl-1′-yl)-ethanone). RXN SMILES: [C:1]([N:4]1[CH2:9][CH2:8][C:7](=O)[CH2:6][CH2:5]1)(=[O:3])[CH3:2].[NH:11]1[CH2:16][CH2:15][CH2:14][CH2:13][CH2:12]1.O.C1(C)C=CC(S(O)(=O)=O)=CC=1>C1(C)C=CC=CC=1>[N:11]1([C:7]2[CH2:6][CH2:5][N:4]([C:1](=[O:3])[CH3:2])[CH2:9][CH:8]=2)[CH2:16][CH2:15][CH2:14][CH2:13][CH2:12]1 |f:2.3|. Reported procedure: A flask equipped with a Dean-Stark trap and a reflux condenser was charged with 1-acetyl-piperdin-4-one (100 g, 0.71 mol) and toluene (1 L). Piperidine (63.4 g, 0.75 mol) and p-toluenesulfonic acid monohydrate (0.27 g, 1.4 mmol, 0.2 mol %) were added, and the resulting solution was heated at reflux for 8 h. The mixture was cooled to rt and concentrated to give a crude product which was used directly in the next reaction. Yields the product ClC=1C=C(C=C(C1Cl)CO[Si](C)(C)C(C)(C)C)CCC#N (3-[3,4-Dichloro-5-({[(1,1-dimethylethyl)(dimethyl)silyl]oxy}methyl)phenyl]propanenitrile). The reactants are CS(=O)C (DMSO), CS(=O)(=O)OCCC1=CC(=C(C(=C1)CO[Si](C)(C)C(C)(C)C)Cl)Cl (2-[3,4-dichloro-5-({[(1,1-dimethylethyl)(dimethyl)silyl]oxy}methyl)phenyl]ethyl methanesulfonate), [C-]#N.[K+] (potassium cyanide). Solvent: CCOCC (ether). RXN SMILES: CS(C)=O.CS(O[CH2:10][CH2:11][C:12]1[CH:17]=[C:16]([CH2:18][O:19][Si:20]([C:23]([CH3:26])([CH3:25])[CH3:24])([CH3:22])[CH3:21])[C:15]([Cl:27])=[C:14]([Cl:28])[CH:13]=1)(=O)=O.[C-:29]#[N:30].[K+]>CCOCC>[Cl:28][C:14]1[CH:13]=[C:12]([CH2:11][CH2:10][C:29]#[N:30])[CH:17]=[C:16]([CH2:18][O:19][Si:20]([C:23]([CH3:26])([CH3:25])[CH3:24])([CH3:22])[CH3:21])[C:15]=1[Cl:27] |f:2.3|. Procedure: To a DMSO (0.4 M) solution of 2-[3,4-dichloro-5-({[(1,1-dimethylethyl)(dimethyl)silyl]oxy}methyl)phenyl]ethyl methanesulfonate (1 eq.) from the previous step was added potassium cyanide (1.3 eq.). The resulting solution was stirred at 80° C. for 4 h. The reaction was then diluted with ether and quenched with water. The aqueous layer was separated and back-extracted with ether. The combined organic extracts were washed further with water and brine, dried over Na2SO4, filtered and the filtrate con... Reaction conditions: temperature 80 celsius, time 4 hour.